Dataset: the Open Reaction Database (ORD), a public repository of structured organic reaction records. Task: describe an organic reaction: reactants, conditions, products, and yield As a reaction SMILES: [Br:1][c:2]1[c:3]([F:10])[cH:4][c:5]([Br:9])[c:6]([F:8])[cH:7]1.[CH2:11]([Li:12])[CH2:13][CH2:14][CH3:15].[CH2:26]([O:27][CH2:28][CH3:29])[CH3:30].[CH3:16][N:17]1[CH2:18][CH2:19][C:20](=[O:23])[CH2:21][CH2:22]1.[Cl-:24].[NH4+:25].[OH2:31]>>[c:2]1([C:20]2([OH:23])[CH2:19][CH2:18][N:17]([CH3:16])[CH2:22][CH2:21]2)[c:3]([F:10])[cH:4][c:5]([Br:9])[c:6]([F:8])[cH:7]1. Reactants: Fc1cc(Br)c(F)cc1Br, [Li]CCCC, CCOCC, CN1CCC(=O)CC1, [Cl-], [NH4+], O. The product is CN1CCC(O)(c2cc(F)c(Br)cc2F)CC1. Starting materials: Cl, CCOC(=O)CC1CN(C(=O)OCc2ccccc2)CC(=O)N1Cc1ccc(F)cc1, [Na+], C1CCOC1, [OH-]. The product is O=C(O)CC1CN(C(=O)OCc2ccccc2)CC(=O)N1Cc1ccc(F)cc1. Reaction SMILES: [ClH:34].[F:1][c:2]1[cH:3][cH:4][c:5]([CH2:6][N:7]2[CH:8]([CH2:24][C:25](=[O:26])[O:27][CH2:28][CH3:29])[CH2:9][N:10]([C:14](=[O:15])[O:16][CH2:17][c:18]3[cH:19][cH:20][cH:21][cH:22][cH:23]3)[CH2:11][C:12]2=[O:13])[cH:30][cH:31]1.[Na+:33].[O:35]1[CH2:36][CH2:37][CH2:38][CH2:39]1.[OH-:32]>>[F:1][c:2]1[cH:3][cH:4][c:5]([CH2:6][N:7]2[CH:8]([CH2:24][C:25](=[O:26])[OH:27])[CH2:9][N:10]([C:14](=[O:15])[O:16][CH2:17][c:18]3[cH:19][cH:20][cH:21][cH:22][cH:23]3)[CH2:11][C:12]2=[O:13])[cH:30][cH:31]1. Reactants: CC(Br)Br, O=C([O-])[O-], CC(C)=O, COC(=O)CC(C)=O, CCOC(C)=O, [K+], [K+]. The product is COC(=O)C1(C(C)=O)CC1. As a reaction SMILES: [Br:15][CH:16]([CH3:17])[Br:18].[C:9](=[O:10])([O-:11])[O-:12].[CH3:19][C:20](=[O:21])[CH3:22].[CH3:1][O:2][C:3]([CH2:4][C:5](=[O:6])[CH3:7])=[O:8].[CH3:23][CH2:24][O:25][C:26](=[O:27])[CH3:28].[K+:13].[K+:14]>>[CH3:1][O:2][C:3]([C:4]1([C:5](=[O:6])[CH3:7])[CH2:16][CH2:17]1)=[O:8]. Reactants: COC(CC(CCCC[C@H]1C(C[C@H]([C@@H]1\C=C\[C@H](C(CCCC)(C)C)OC1OCCCC1)OC1OCCCC1)=O)O)=O ((13E)-(3RS,11α,15R)-3-Hydroxy-9-oxo-11,15-bis(tetrahydropyran-2-yloxy)-16,16-dimethylprost-13-enoic acid methyl ester), N1=CC=CC=C1 (pyridine), S([O-])(O)(=O)=O.[Na+] (sodium bisulphate). The reagents and catalysts are [O-2].[O-2].[O-2].[Cr+6] (chromium trioxide). Solvent: C(Cl)Cl (methylene chloride), C(Cl)Cl (methylene chloride). Reaction conditions: time 15 minute. The product is COC(CC(CCCC[C@H]1C(C[C@H]([C@@H]1\C=C\[C@H](C(CCCC)(C)C)OC1OCCCC1)OC1OCCCC1)=O)=O)=O ((13E)-(11α,15R)-3,9-Dioxo-11,15-bis-(tetrahydropyran-2-yloxy)-16,16-dimethylprost-13-enoic acid methyl ester). Yield: 76.6%. Reaction SMILES: N1C=CC=CC=1.[CH3:7][O:8][C:9](=[O:47])[CH2:10][CH:11]([OH:46])[CH2:12][CH2:13][CH2:14][CH2:15][C@@H:16]1[C@@H:20](/[CH:21]=[CH:22]/[C@@H:23]([O:31][CH:32]2[CH2:37][CH2:36][CH2:35][CH2:34][O:33]2)[C:24]([CH3:30])([CH3:29])[CH2:25][CH2:26][CH2:27][CH3:28])[C@H:19]([O:38][CH:39]2[CH2:44][CH2:43][CH2:42][CH2:41][O:40]2)[CH2:18][C:17]1=[O:45].S(=O)(=O)(O)[O-].[Na+]>C(Cl)Cl.[O-2].[O-2].[O-2].[Cr+6]>[CH3:7][O:8][C:9](=[O:47])[CH2:10][C:11](=[O:46])[CH2:12][CH2:13][CH2:14][CH2:15][C@@H:16]1[C@@H:20](/[CH:21]=[CH:22]/[C@@H:23]([O:31][CH:32]2[CH2:37][CH2:36][CH2:35][CH2:34][O:33]2)[C:24]([CH3:29])([CH3:30])[CH2:25][CH2:26][CH2:27][CH3:28])[C@H:19]([O:38][CH:39]2[CH2:44][CH2:43][CH2:42][CH2:41][O:40]2)[CH2:18][C:17]1=[O:45] |f:2.3,5.6.7.8|. Reported procedure: Under an atmosphere of nitrogen, 100 mg of chromium trioxide and 0.5 g of infusorial earth were added to 0.162 ml of pyridine in 3 ml of methylene chloride, and the mixture was stirred for 15 minutes at room temperature. 55 mg of the 3-hydroxy compound (prepared as described in Example 1) in 1 ml of methylene chloride were added thereto at 0° C., and the mixture was stirred for 20 minutes at the same temperature. To the reaction solution obtained was added 1 g of sodium bisulphate and, after sti... Reactants: C1COCCO1, CC1CNCC(C)N1, NS(N)(=O)=O. The product is CC1CN(S(N)(=O)=O)CC(C)N1. Reaction SMILES: [CH2:14]1[O:15][CH2:16][CH2:17][O:18][CH2:19]1.[CH3:1][CH:2]1[NH:3][CH:4]([CH3:8])[CH2:5][NH:6][CH2:7]1.[NH2:9][S:10]([NH2:11])(=[O:12])=[O:13]>>[CH3:1][CH:2]1[NH:3][CH:4]([CH3:8])[CH2:5][N:6]([S:10]([NH2:9])(=[O:12])=[O:13])[CH2:7]1. Reported procedure: A mixture of (3R)-2-methyl-3-hydroxybutanoic acid 3.6 g, chloral 8.3 g, pyridinium p-toluenesulfonate (PPTS) 0.7 g and dichloromethane 20 ml was refluxed for 25 hours under a dehydration condition. 40 ml of a saturated aqueous sodium hydrogen carbonate was added thereto and the resulting separated organic phase was dried over anhydrous magnesium sulfate and the solvent was distilled off to obtain 6.3 g of (2R, 6R)-2-trichloromethyl-5,6-dimethyl-1,3-dioxan-4-one. Reactants: C(O)([O-])=O.[Na+] (sodium hydrogen carbonate), CC(C(=O)O)[C@@H](C)O ((3R)-2-methyl-3-hydroxybutanoic acid), O=CC(Cl)(Cl)Cl (chloral), C1(=CC=C(C=C1)S(=O)(=O)[O-])C.[NH+]1=CC=CC=C1 (pyridinium p-toluenesulfonate). The solvent is ClCCl (dichloromethane). Product: ClC([C@@H]1O[C@@H](C(C(O1)=O)C)C)(Cl)Cl ((2R, 6R)-2-trichloromethyl-5,6-dimethyl-1,3-dioxan-4-one). The yield is 83.5%. Reaction SMILES: [CH3:1][CH:2]([C@H:6]([OH:8])[CH3:7])[C:3]([OH:5])=[O:4].O=[CH:10][C:11]([Cl:14])([Cl:13])[Cl:12].C1(C)C=CC(S([O-])(=O)=O)=CC=1.[NH+]1C=CC=CC=1.C(=O)([O-])O.[Na+]>ClCCl>[Cl:12][C:11]([Cl:14])([Cl:13])[C@H:10]1[O:4][C:3](=[O:5])[CH:2]([CH3:1])[C@@H:6]([CH3:7])[O:8]1 |f:2.3,4.5|. Reactants: CCc1c(C)nc2n(Cc3ccc(C(=O)c4ccc(C(=O)OC)cc4)cc3)ccn2c1=O, C1CCOC1, Cl, [Na+], [OH-]. The product is CCc1c(C)nc2n(Cc3ccc(C(=O)c4ccc(C(=O)O)cc4)cc3)ccn2c1=O. RXN SMILES: [CH2:1]([CH3:2])[c:3]1[c:4]([CH3:32])[n:5][c:6]2[n:7]([c:8]1=[O:9])[cH:10][cH:11][n:12]2[CH2:13][c:14]1[cH:15][cH:16][c:17]([C:20]([c:21]2[cH:22][cH:23][c:24]([C:27](=[O:28])[O:29][CH3:30])[cH:25][cH:26]2)=[O:31])[cH:18][cH:19]1.[CH2:36]1[O:37][CH2:38][CH2:39][CH2:40]1.[ClH:35].[Na+:34].[OH-:33]>>[CH2:1]([CH3:2])[c:3]1[c:4]([CH3:32])[n:5][c:6]2[n:7]([c:8]1=[O:9])[cH:10][cH:11][n:12]2[CH2:13][c:14]1[cH:15][cH:16][c:17]([C:20]([c:21]2[cH:22][cH:23][c:24]([C:27](=[O:28])[OH:29])[cH:25][cH:26]2)=[O:31])[cH:18][cH:19]1. Reactants: CC(=O)OC(CC(=O)Nc1ccc(-c2nc3ccc(C4(c5ccccc5)CC4)nc3s2)c(F)c1)C(=O)O, C1CCOC1, [Na+], [OH-]. Yields the product O=C(CC(O)C(=O)O)Nc1ccc(-c2nc3ccc(C4(c5ccccc5)CC4)nc3s2)c(F)c1. RXN SMILES: [C:1](=[O:2])([CH3:3])[O:4][CH:5]([C:6](=[O:7])[OH:8])[CH2:9][C:10](=[O:11])[NH:12][c:13]1[cH:14][c:15]([F:37])[c:16](-[c:19]2[s:20][c:21]3[n:22][c:23]([C:28]4([c:31]5[cH:32][cH:33][cH:34][cH:35][cH:36]5)[CH2:29][CH2:30]4)[cH:24][cH:25][c:26]3[n:27]2)[cH:17][cH:18]1.[CH2:38]1[O:39][CH2:40][CH2:41][CH2:42]1.[Na+:44].[OH-:43]>>[OH:4][CH:5]([C:6](=[O:7])[OH:8])[CH2:9][C:10](=[O:11])[NH:12][c:13]1[cH:14][c:15]([F:37])[c:16](-[c:19]2[s:20][c:21]3[n:22][c:23]([C:28]4([c:31]5[cH:32][cH:33][cH:34][cH:35][cH:36]5)[CH2:29][CH2:30]4)[cH:24][cH:25][c:26]3[n:27]2)[cH:17][cH:18]1. Reactants: Cl (hydrochloric acid), C=O (formaldehyde), C(#N)[BH3-].[Na+] (sodium cyanoborohydride), N1=CNC(=C1)CNC1=CC(=CC=C1)OC ((3H-Imidazol-4-ylmethyl)-(3-methoxy-phenyl)-amine). Solvent: C(C)#N (acetonitrile). Run at time 10 minute. Yields the product N1=CNC(=C1)CN(C)C1=CC(=CC=C1)OC ((3H-Imidazol-4-ylmethyl)-(3-methoxy-phenyl)-methyl-amine). The yield is 75.8%. RXN SMILES: [N:1]1[CH:5]=[C:4]([CH2:6][NH:7][C:8]2[CH:13]=[CH:12][CH:11]=[C:10]([O:14][CH3:15])[CH:9]=2)[NH:3][CH:2]=1.C=O.[C:18]([BH3-])#N.[Na+].Cl>C(#N)C>[N:1]1[CH:5]=[C:4]([CH2:6][N:7]([C:8]2[CH:13]=[CH:12][CH:11]=[C:10]([O:14][CH3:15])[CH:9]=2)[CH3:18])[NH:3][CH:2]=1 |f:2.3|. Procedure details: (3H-Imidazol-4-ylmethyl)-(3-methoxy-phenyl)-amine (0.070 g, 0.34 mmol) was dissolved in acetonitrile (10 ml). Then formaldehyde (0.0.06 ml, 0.86 mmol, 37% aqueous solution) and sodium cyanoborohydride (0.065 g, 1.03 mmol) were added and the reaction mixture was allowed to stir at room temperature for 10 minutes. The reaction mixture was then acidified to pH 2-3 by dropwise addition of concentrated hydrochloric acid whereupon precipitation occurred. The mixture was stirred for a further 1 h at ro...